Dataset: the Open Reaction Database (ORD), a public repository of structured organic reaction records. Task: describe an organic reaction: reactants, conditions, products, and yield The reactants are COc1c(C(=O)O)sc(C(F)(F)F)c1SCc1ccccc1, [Cu], c1ccc2ncccc2c1. The product is COc1csc(C(F)(F)F)c1SCc1ccccc1. Reaction SMILES: [CH2:1]([c:2]1[cH:3][cH:4][cH:5][cH:6][cH:7]1)[S:8][c:9]1[c:10]([O:21][CH3:22])[c:11]([C:18]([OH:19])=[O:20])[s:12][c:13]1[C:14]([F:15])([F:16])[F:17].[Cu:33].[cH:23]1[cH:24][c:25]2[c:26]([n:27][cH:28][cH:29][cH:30]2)[cH:31][cH:32]1>>[CH2:1]([c:2]1[cH:3][cH:4][cH:5][cH:6][cH:7]1)[S:8][c:9]1[c:10]([O:21][CH3:22])[cH:11][s:12][c:13]1[C:14]([F:15])([F:16])[F:17]. Reactants: O=C([O-])[O-], CC1(C)c2cccc(P(c3ccccc3)c3ccccc3)c2Oc2c(P(c3ccccc3)c3ccccc3)cccc21, Clc1cc(I)c(Cl)cn1, [Cs+], [Cs+], CON(C)C(=O)c1ccccc1N, CC(=O)[O-], CC(=O)[O-], C1COCCO1, [Pd+2]. Product: CON(C)C(=O)c1ccccc1Nc1cc(Cl)ncc1Cl. Reaction SMILES: [C:23](=[O:24])([O-:25])[O-:26].[CH3:29][C:30]1([CH3:31])[c:32]2[cH:33][cH:34][cH:35][c:36]([P:37]([c:38]3[cH:39][cH:40][cH:41][cH:42][cH:43]3)[c:44]3[cH:45][cH:46][cH:47][cH:48][cH:49]3)[c:50]2[O:51][c:52]2[c:53]1[cH:54][cH:55][cH:56][c:57]2[P:58]([c:59]1[cH:60][cH:61][cH:62][cH:63][cH:64]1)[c:65]1[cH:66][cH:67][cH:68][cH:69][cH:70]1.[Cl:1][c:2]1[n:3][cH:4][c:5]([Cl:9])[c:6]([I:8])[cH:7]1.[Cs+:27].[Cs+:28].[NH2:10][c:11]1[c:12]([C:13](=[O:14])[N:15]([CH3:16])[O:17][CH3:18])[cH:19][cH:20][cH:21][cH:22]1.[O-:78][C:79]([CH3:80])=[O:81].[O-:82][C:83]([CH3:84])=[O:85].[O:71]1[CH2:72][CH2:73][O:74][CH2:75][CH2:76]1.[Pd+2:77]>>[Cl:1][c:2]1[n:3][cH:4][c:5]([Cl:9])[c:6]([NH:10][c:11]2[c:12]([C:13](=[O:14])[N:15]([CH3:16])[O:17][CH3:18])[cH:19][cH:20][cH:21][cH:22]2)[cH:7]1. Starting materials: BrC(C(=O)OCC)C (ethyl α-bromo-propionate), OC1=C(C=CC2=CC=CC=C12)C(=O)O (1-hydroxy-2-naphthoic acid), aqueous solution, [OH-].[Na+] (sodium hydroxide), ice hydrochloric acid. Run in CN(C)C=O (DMF). Conditions: temperature 40 celsius, time 3.5 hour. The product is OC1=C(C=C(C2=CC=CC=C12)OC(C)C(=O)OCC)C(=O)O (1-hydroxy-4-[1-(ethoxycarbonyl)-ethoxy]-2-naphthoic acid). RXN SMILES: [OH:1][C:2]1[C:11]2[C:6](=[CH:7][CH:8]=[CH:9][CH:10]=2)[CH:5]=[CH:4][C:3]=1[C:12]([OH:14])=[O:13].[OH-:15].[Na+].Br[CH:18]([CH3:24])[C:19]([O:21][CH2:22][CH3:23])=[O:20]>CN(C=O)C>[OH:1][C:2]1[C:11]2[C:6](=[CH:7][CH:8]=[CH:9][CH:10]=2)[C:5]([O:15][CH:18]([C:19]([O:21][CH2:22][CH3:23])=[O:20])[CH3:24])=[CH:4][C:3]=1[C:12]([OH:14])=[O:13] |f:1.2|. Procedure details: 0.05 mole of 1-hydroxy-2-naphthoic acid was dissolved in 70 ml of DMF, and 10 ml of a 40% aqueous solution of sodium hydroxide was added dropwise to the solution while introducing nitrogen gas. Then, 0.05 mole of ethyl α-bromo-propionate was added dropwise and the mixture was agitated at 40° C. for 3 to 4 hours to effect reaction. After completion of the reaction, the reaction mixture was poured into ice-hydrochloric acid, and crystals were recovered by filtration and recrystallized from acetoni... Reactants: C(C)OC(C(=O)OC)CC1=CC=C(C=C1)OCC1=NC2=C(N1C)C=C(C=C2)OC (methyl 2-ethoxy-3-[4-(1-methyl-6-methoxy-1H-benzimidazol-2-ylmethoxy)phenyl]propionate), Cl (hydrochloric acid). The solvent is O1CCOCC1 (dioxane). Product: Cl.C(C)OC(C(=O)O)CC1=CC=C(C=C1)OCC1=NC2=C(N1C)C=C(C=C2)OC (2-Ethoxy-3-[4-(1-methyl-6-methoxy-1H-benzimidazol-2-ylmethoxy)phenyl]propionic acid hydrochloride). RXN SMILES: [CH2:1]([O:3][CH:4]([CH2:9][C:10]1[CH:15]=[CH:14][C:13]([O:16][CH2:17][C:18]2[N:22]([CH3:23])[C:21]3[CH:24]=[C:25]([O:28][CH3:29])[CH:26]=[CH:27][C:20]=3[N:19]=2)=[CH:12][CH:11]=1)[C:5]([O:7]C)=[O:6])[CH3:2].[ClH:30]>O1CCOCC1>[ClH:30].[CH2:1]([O:3][CH:4]([CH2:9][C:10]1[CH:11]=[CH:12][C:13]([O:16][CH2:17][C:18]2[N:22]([CH3:23])[C:21]3[CH:24]=[C:25]([O:28][CH3:29])[CH:26]=[CH:27][C:20]=3[N:19]=2)=[CH:14][CH:15]=1)[C:5]([OH:7])=[O:6])[CH3:2] |f:3.4|. Procedure: A mixture of methyl 2-ethoxy-3-[4-(1-methyl-6-methoxy-1H-benzimidazol-2-ylmethoxy)phenyl]propionate (0.17 g), concentrated hydrochloric acid (2 ml) and dioxane (2 ml) was heated at reflux for 1.5 hours. The reaction mixture was concentrated and the water of the residue was removed by azeotropic distillation in dioxane and the crystals were isolated by filtration to afford the title compound (0.16 g, mp 143-146° C.). Starting materials: BrCCCCCCOC1=CC=C(C(=O)NCCO)C=C1 (4-(6-bromohexyloxy)-N-(2-hydroxyethyl)benzamide), S(=O)(Cl)Cl (thionyl chloride). Solvent: CCOCC (ether). Conditions: time 45 minute. Yields the product BrCCCCCCOC1=CC=C(C=C1)C=1OCCN1 (2-[4-(6-bromohexyloxy)phenyl]-4,5-dihydro-oxazole). Yield: 95.0%. As a reaction SMILES: [Br:1][CH2:2][CH2:3][CH2:4][CH2:5][CH2:6][CH2:7][O:8][C:9]1[CH:20]=[CH:19][C:12]([C:13]([NH:15][CH2:16][CH2:17][OH:18])=O)=[CH:11][CH:10]=1.S(Cl)(Cl)=O>CCOCC>[Br:1][CH2:2][CH2:3][CH2:4][CH2:5][CH2:6][CH2:7][O:8][C:9]1[CH:20]=[CH:19][C:12]([C:13]2[O:18][CH2:17][CH2:16][N:15]=2)=[CH:11][CH:10]=1. Procedure details: To 100 g of 4-(6-bromohexyloxy)-N-(2-hydroxyethyl)benzamide was added dropwise 112 g (75 ml) of thionyl chloride over a 20 minute period. The mixture was stirred for 45 minutes and then diluted with several volumes of ether. A solid product separated which was collected and rinsed with ether to give 90 g of 2-[4-(6-bromohexyloxy)phenyl]-4,5-dihydro-oxazole. The reactants are ClC1=C(C=O)C=CC=C1Cl (2,3-dichlorobenzaldehyde), O=C(CC(=O)OC1COC1)C (3-oxetanyl 3-oxobutanoate). The reagents and catalysts are N1CCCCC1 (piperidine), C(CCCCC)(=O)O (hexanoic acid). Solvent: C1=CC=CC=C1 (benzene). The product is ClC1=C(C=CC=C1Cl)C=C(C(=O)OC1COC1)C(C)=O ((3-Oxetanyl) 2-(2,3-dichlorophenylmethylene)-3-oxobutanoate). The yield is 121.1%. As a reaction SMILES: [Cl:1][C:2]1[C:9]([Cl:10])=[CH:8][CH:7]=[CH:6][C:3]=1[CH:4]=O.[O:11]=[C:12]([CH3:21])[CH2:13][C:14]([O:16][CH:17]1[CH2:20][O:19][CH2:18]1)=[O:15]>N1CCCCC1.C(O)(=O)CCCCC.C1C=CC=CC=1>[Cl:1][C:2]1[C:9]([Cl:10])=[CH:8][CH:7]=[CH:6][C:3]=1[CH:4]=[C:13]([C:12](=[O:11])[CH3:21])[C:14]([O:16][CH:17]1[CH2:20][O:19][CH2:18]1)=[O:15]. Procedure: A solution of 2,3-dichlorobenzaldehyde (1.33 g, 7.6 mmoles), 3-oxetanyl 3-oxobutanoate (1.2 g, 7.6 mmoles), piperidine (6 drops) and hexanoic acid (8 drops) in dry benzene (80 ml) was heated at reflux using a Dean and Stark apparatus. The solution was allowed to cool to room temperature and the solvent removed in vacuo to leave the sub-title compound as an oil 2.9 g. The reactants are [BH4-], CCO, O=C1CC=C(c2ccc(F)cc2)CC1, [Na+]. The product is OC1CC=C(c2ccc(F)cc2)CC1. RXN SMILES: [BH4-:15].[CH3:17][CH2:18][OH:19].[F:1][c:2]1[cH:3][cH:4][c:5]([C:8]2=[CH:9][CH2:10][C:11](=[O:14])[CH2:12][CH2:13]2)[cH:6][cH:7]1.[Na+:16]>>[F:1][c:2]1[cH:3][cH:4][c:5]([C:8]2=[CH:9][CH2:10][CH:11]([OH:14])[CH2:12][CH2:13]2)[cH:6][cH:7]1. Reactants: C(C1=CC=CC=C1)OC=1C(=C(CC2=CNC3=NC=C(C=C32)C=3C=NC=CC3)C(=CC1)F)F (3-(3-Benzyloxy-2,6-difluoro-benzyl)-5-pyridin-3-yl-1H-pyrrolo[2,3-b]pyridine), [H-].[Na+] (sodium hydride), O (water), C(C)(C)[Si](C(C)C)(C(C)C)Cl (triisopropylsilyl chloride). Solvent: O1CCCC1 (tetrahydrofuran). Conditions: time 10 minute. The product is C(C1=CC=CC=C1)OC=1C(=C(CC2=CN(C3=NC=C(C=C32)C=3C=NC=CC3)[Si](C(C)C)(C(C)C)C(C)C)C(=CC1)F)F (3-(3-Benzyloxy-2,6-difluoro-benzyl)-5-pyridin-3-yl-1-triisopropylsilanyl-1H-pyrrolo[2,3-b]pyridine). Yield: 88.8%. As a reaction SMILES: [CH2:1]([O:8][C:9]1[C:10]([F:32])=[C:11]([C:28]([F:31])=[CH:29][CH:30]=1)[CH2:12][C:13]1[C:21]2[C:16](=[N:17][CH:18]=[C:19]([C:22]3[CH:23]=[N:24][CH:25]=[CH:26][CH:27]=3)[CH:20]=2)[NH:15][CH:14]=1)[C:2]1[CH:7]=[CH:6][CH:5]=[CH:4][CH:3]=1.[H-].[Na+].[CH:35]([Si:38](Cl)([CH:42]([CH3:44])[CH3:43])[CH:39]([CH3:41])[CH3:40])([CH3:37])[CH3:36].O>O1CCCC1>[CH2:1]([O:8][C:9]1[C:10]([F:32])=[C:11]([C:28]([F:31])=[CH:29][CH:30]=1)[CH2:12][C:13]1[C:21]2[C:16](=[N:17][CH:18]=[C:19]([C:22]3[CH:23]=[N:24][CH:25]=[CH:26][CH:27]=3)[CH:20]=2)[N:15]([Si:38]([CH:42]([CH3:44])[CH3:43])([CH:39]([CH3:41])[CH3:40])[CH:35]([CH3:37])[CH3:36])[CH:14]=1)[C:2]1[CH:7]=[CH:6][CH:5]=[CH:4][CH:3]=1 |f:1.2|. Procedure: To 3-(3-Benzyloxy-2,6-difluoro-benzyl)-5-pyridin-3-yl-1H-pyrrolo[2,3-b]pyridine (P-1455, 700.0 mg, 1.64 mmol, prepared as described in Example 24, Scheme 43a) in tetrahydrofuran (40.0 mL) was added sodium hydride (60% in mineral oil, 100.0 mg, 2.5 mmol). After 10 minutes, triisopropylsilyl chloride (0.60 mL, 0.0028 mol) was added to the reaction. The reaction was stirred at room temperature for 2 hours. The reaction was poured into water and extracted with ethyl acetate. The organic layer was dr... Starting materials: ClC1=NC2=CC=CC=C2C=C1CCl (2-chloro-3-chloromethylquinoline), O (water). Run in C(C)(=O)O (acetic acid). The product is ClCC=1C(NC2=CC=CC=C2C1)=O (3-chloromethylcarbostyril). RXN SMILES: Cl[C:2]1[C:11]([CH2:12][Cl:13])=[CH:10][C:9]2[C:4](=[CH:5][CH:6]=[CH:7][CH:8]=2)[N:3]=1.[OH2:14]>C(O)(=O)C>[Cl:13][CH2:12][C:11]1[C:2](=[O:14])[NH:3][C:4]2[C:9]([CH:10]=1)=[CH:8][CH:7]=[CH:6][CH:5]=2. Procedure details: 2.8 Grams of 2-chloro-3-chloromethylquinoline was dissolved in 30 ml of acetic acid and the solution was refluxed for 2 hours. The reaction mixture was poured into water and the crystals precipitated were collected by filtration, and were recrystallized from methanol to obtain 2.1 g of 3-chloromethylcarbostyril in the form of colorless needle-like crystals. Solvent: C(Cl)Cl (DCM), C(Cl)Cl (DCM). The product is S1C2=C(C=C1N(C(OC(C)(C)C)=O)S(N)(=O)=O)C=CC=C2 (tert-Butyl N-(benzo[b]thiophen-2-yl)-sulfamoylcarbamate). As a reaction SMILES: Cl[S:2]([N:5]=[C:6]=[O:7])(=[O:4])=[O:3].[C:8]([OH:12])([CH3:11])([CH3:10])[CH3:9].Cl.[S:14]1[C:18](N)=[CH:17][C:16]2[CH:20]=[CH:21][CH:22]=[CH:23][C:15]1=2.[N:24]1C=CC=CC=1>C(Cl)Cl>[S:14]1[C:18]([N:5]([S:2](=[O:4])(=[O:3])[NH2:24])[C:6](=[O:7])[O:12][C:8]([CH3:11])([CH3:10])[CH3:9])=[CH:17][C:16]2[CH:20]=[CH:21][CH:22]=[CH:23][C:15]1=2 |f:2.3|. Reaction conditions: time 1.5 minute. Reactants: ClS(=O)(=O)N=C=O (chlorosulfonyl isocyanate), C(C)(C)(C)O (t-butanol), Cl.S1C2=C(C=C1N)C=CC=C2 (Benzo[b]thiophen-2-ylamine hydrochloride), N1=CC=CC=C1 (pyridine). Reported procedure: To a solution of chlorosulfonyl isocyanate (0.52 mL, 5.96 mmol) in DCM (5 mL) was added t-butanol (0.57 mL, 6.00 mmol), drop-wise over 1-2 min and the reaction mixture was stirred at ambient temperature for 2 h. A suspension of compound 1-C (0.928 g, 5.00 mmol) in DCM (10 mL) was treated with pyridine (1 mL), the resulting solution cooled on an ice bath and the aforementioned reaction mixture was added drop-wise over 4 min. The reaction mixture was allowed to slowly warm to ambient temperature a...